From a dataset of the Open Reaction Database (ORD), a public repository of structured organic reaction records. describe an organic reaction: reactants, conditions, products, and yield The reactants are ClC1=C(C2=NC=C(C=C2N1C1=CC=CC=C1)C)C=O (2-Chloro-6-methyl-1-phenyl-1H-pyrrolo[3,2-b]pyridine-3-carbaldehyde), FC=1C=CC(=C(C1)O)C (5-fluoro-2-methylphenol). The product is FC=1C=CC(=C(OC2=C(C3=NC=C(C=C3N2C2=CC=CC=C2)C)C=O)C1)C (2-(5-Fluoro-2-methyl-phenoxy)-6-methyl-1-phenyl-1H-pyrrolo[3,2-b]pyridine-3-carbaldehyde). As a reaction SMILES: Cl[C:2]1[N:10]([C:11]2[CH:16]=[CH:15][CH:14]=[CH:13][CH:12]=2)[C:9]2[C:4](=[N:5][CH:6]=[C:7]([CH3:17])[CH:8]=2)[C:3]=1[CH:18]=[O:19].[F:20][C:21]1[CH:22]=[CH:23][C:24]([CH3:28])=[C:25]([OH:27])[CH:26]=1>>[F:20][C:21]1[CH:22]=[CH:23][C:24]([CH3:28])=[C:25]([CH:26]=1)[O:27][C:2]1[N:10]([C:11]2[CH:16]=[CH:15][CH:14]=[CH:13][CH:12]=2)[C:9]2[C:4](=[N:5][CH:6]=[C:7]([CH3:17])[CH:8]=2)[C:3]=1[CH:18]=[O:19]. Procedure: The title compound was prepared analogously as described in example 1, step 6, from the compound of example 51, step 6, (150 mg, 554 μmol) and 5-fluoro-2-methylphenol. Starting materials: BrC=1C=C2SC=3C(C(C(CC3NC2=CC1)C)C(=O)OC(C)(C)C)=O (7-bromo-3-carbo-ter-butoxy-2-methyl-2,3-dihydro-1H-phenothiazin-4[10H]-one). Solvent: CS(=O)C (DMSO). The product is BrC=1C=C2SC=3C(CC(CC3NC2=CC1)C)=O (7-Bromo-2-methyl-2,3-dihydro-1H-phenothiazin-4[10H]-one). As a reaction SMILES: [Br:1][C:2]1[CH:3]=[C:4]2[C:13](=[CH:14][CH:15]=1)[NH:12][C:11]1[CH2:10][CH:9]([CH3:16])[CH:8](C(OC(C)(C)C)=O)[C:7](=[O:24])[C:6]=1[S:5]2>CS(C)=O>[Br:1][C:2]1[CH:3]=[C:4]2[C:13](=[CH:14][CH:15]=1)[NH:12][C:11]1[CH2:10][CH:9]([CH3:16])[CH2:8][C:7](=[O:24])[C:6]=1[S:5]2. Procedure: A mixture of 7-bromo-3-carbo-ter-butoxy-2-methyl-2,3-dihydro-1H-phenothiazin-4[10H]-one (4l R=Br, 3.09 g, 13.7 mmole) in DMSO (10 mL) is placed in a preheated heating mantle. The reaction mixture is stirred and refluxed for 3 h. Upon cooling, the reaction mixture forms a solid. The crystals are filtered and the remaining mother liquid is poured into cold water, whereupon further precipitation occurs. Each precipitate is separately recrystallized twice from MeOH and proves to be identical. An ana...